From a dataset of the Open Reaction Database (ORD), a public repository of structured organic reaction records. describe an organic reaction: reactants, conditions, products, and yield Reactants: C=CCCCCCC(C(=O)OCC)C(=O)OCC, [H-], FC(F)(F)C(F)(F)C(F)(F)C(F)(F)CCCCI, [Na+], C1CCOC1, O. Yields the product C=CCCCCCC(CCCCC(F)(F)C(F)(F)C(F)(F)C(F)(F)F)(C(=O)OCC)C(=O)OCC. RXN SMILES: [CH2:1]([CH2:2][CH2:3][CH2:4][CH2:5][CH:6]=[CH2:7])[CH:8]([C:9](=[O:10])[O:11][CH2:12][CH3:13])[C:14](=[O:15])[O:16][CH2:17][CH3:18].[H-:19].[I:21][CH2:22][CH2:23][CH2:24][CH2:25][C:26]([C:27]([C:28]([C:29]([F:30])([F:31])[F:32])([F:33])[F:34])([F:35])[F:36])([F:37])[F:38].[Na+:20].[O:40]1[CH2:41][CH2:42][CH2:43][CH2:44]1.[OH2:39]>>[CH2:1]([CH2:2][CH2:3][CH2:4][CH2:5][CH:6]=[CH2:7])[C:8]([C:9](=[O:10])[O:11][CH2:12][CH3:13])([C:14](=[O:15])[O:16][CH2:17][CH3:18])[CH2:22][CH2:23][CH2:24][CH2:25][C:26]([C:27]([C:28]([C:29]([F:30])([F:31])[F:32])([F:33])[F:34])([F:35])[F:36])([F:37])[F:38]. Starting materials: NC[C@@H](C)O ((R)-1-amino-2-propanol), O=CCC1C(C2=CC(=CC=C2C1)C)=O ((RS)-2-(2-oxoethyl)-6-methyl-1-indanone), O (water). Reagents/catalysts: C1(=CC=C(C=C1)S(=O)(=O)O)C (p-toluenesulfonic acid). Run in C1(=CC=CC=C1)C (toluene), C1(=CC=CC=C1)C (toluene). Run at time 45 minute. Yields the product CC1=CC=C2CC3=C(N(C=C3)C[C@@H](C)O)C2=C1 ((R)-1-(7-methyl-1,4-dihydro-indeno[1,2-b]pyrrol-1-yl)-propan-2-ol). Yield: 79.3%. Reaction SMILES: O=[CH:2][CH2:3][CH:4]1[CH2:12][C:11]2[C:6](=[CH:7][C:8]([CH3:13])=[CH:9][CH:10]=2)[C:5]1=O.O.[NH2:16][CH2:17][C@H:18]([OH:20])[CH3:19]>C1(C)C=CC=CC=1.C1(C)C=CC(S(O)(=O)=O)=CC=1>[CH3:13][C:8]1[CH:7]=[C:6]2[C:11]([CH2:12][C:4]3[CH:3]=[CH:2][N:16]([CH2:17][C@H:18]([OH:20])[CH3:19])[C:5]=32)=[CH:10][CH:9]=1. Procedure: A solution of 2.82 g of (RS)-2-(2-oxoethyl)-6-methyl-1-indanone and 100 mg of p-toluenesulfonic acid in 100 ml of anhydrous toluene was heated on a water separator. A solution of 4.51 g of (R)-1-amino-2-propanol in 20 ml of anhydrous toluene was added dropwise to the boiling solution over a period of 5 minutes. Subsequently, the mixture was boiled for an additional 45 minutes, during which the solvent was reduced to a volume of 20 ml. The cooled reaction mixture was purified by column chromatogr... Starting materials: [Al+3], CC#N, CCOC(=O)CC(c1ccc(Cl)cc1)c1c[nH]c2c(CSC)c(F)ccc12, [H-], [H-], [H-], [H-], [Li+], C1CCOC1, O. The product is CSCc1c(F)ccc2c(C(CCO)c3ccc(Cl)cc3)c[nH]c12. Reaction SMILES: [Al+3:29].[CH3:34][C:35]#[N:36].[Cl:1][c:2]1[cH:3][cH:4][c:5]([CH:8]([CH2:9][C:10](=[O:11])[O:12][CH2:13][CH3:14])[c:15]2[cH:16][nH:17][c:18]3[c:19]([CH2:25][S:26][CH3:27])[c:20]([F:24])[cH:21][cH:22][c:23]23)[cH:6][cH:7]1.[H-:28].[H-:31].[H-:32].[H-:33].[Li+:30].[O:38]1[CH2:39][CH2:40][CH2:41][CH2:42]1.[OH2:37]>>[Cl:1][c:2]1[cH:3][cH:4][c:5]([CH:8]([CH2:9][CH2:10][OH:11])[c:15]2[cH:16][nH:17][c:18]3[c:19]([CH2:25][S:26][CH3:27])[c:20]([F:24])[cH:21][cH:22][c:23]23)[cH:6][cH:7]1. RXN SMILES: [Cl:1][C:2]1[CH:7]=[C:6]([C:8]([F:11])([F:10])[F:9])[CH:5]=[C:4]([Cl:12])[C:3]=1[NH:13][NH2:14].N1C(C)=CC=CC=1C.Cl/[C:24](=[CH:27]/[C:28]#[N:29])/[C:25]#[N:26].Cl/C(=C\C#N)/C#N>CO>[NH2:29][C:28]1[N:13]([C:3]2[C:2]([Cl:1])=[CH:7][C:6]([C:8]([F:9])([F:11])[F:10])=[CH:5][C:4]=2[Cl:12])[N:14]=[C:24]([C:25]#[N:26])[CH:27]=1. Isolated yield 71.0%. The product is NC1=CC(=NN1C1=C(C=C(C=C1Cl)C(F)(F)F)Cl)C#N (5-amino-1-(2,6-dichloro-4-trifluoromethyl-phenyl)-1H-pyrazole-3-carbonitrile). Starting materials: ClC1=C(C(=CC(=C1)C(F)(F)F)Cl)NN ((2,6-dichloro-4-trifluoromethyl-phenyl)-hydrazine), N1=C(C=CC=C1C)C (2,6-lutidine), Cl/C(/C#N)=C/C#N (chloromaleonitrile), Cl/C(/C#N)=C\C#N (chlorofumaronitrile). Procedure details: A 50 mL round-bottom flask was charged with (2,6-dichloro-4-trifluoromethyl-phenyl)-hydrazine (1.2 g, 4.84 mmol), 2,6-lutidine (0.57 g, 5.32 mmol, 1.1 equiv.) and methanol (10 mL). A mixture of chloromaleonitrile and chlorofumaronitrile (0.82 g, 7.29 mmol) was slowly added at 20-25° C. Stirring was continued for about 16 hours at that temperature. The solution was then concentrated at a pressure of 50 mbar. The residue was purified by flash column chromatography (silica, hexanes/EtOAc 100:0→70:3... Reaction conditions: time 16 hour. Solvent: CO (methanol). Starting materials: C(CCC)[C@H]1CO[C@@H](OC1)C1=CC=C(C#N)C=C1 (4-(trans-5-n-butyl-1,3-dioxan-2-yl)-benzonitrile), C(C)C1=CC=C(C=C1)C1=CC=C(C=C1)C#N (4-ethyl-4'-cyanobiphenyl). Product: C(CC)[C@H]1CO[C@@H](OC1)C1=CC=C(C#N)C=C1 (4-(trans-5-n-propyl-1,3-dioxan-2-yl)-benzonitrile). As a reaction SMILES: [CH2:1]([C@@H:5]1[CH2:10][O:9][C@@H:8]([C:11]2[CH:18]=[CH:17][C:14]([C:15]#[N:16])=[CH:13][CH:12]=2)[O:7][CH2:6]1)[CH2:2][CH2:3]C.C(C1C=CC(C2C=CC(C#N)=CC=2)=CC=1)C>>[CH2:1]([C@@H:5]1[CH2:6][O:7][C@@H:8]([C:11]2[CH:12]=[CH:13][C:14]([C:15]#[N:16])=[CH:17][CH:18]=2)[O:9][CH2:10]1)[CH2:2][CH3:3]. Procedure: 17.0% of 4-(trans-5-n-butyl-1,3-dioxan-2-yl)-benzonitrile 10.4% of 4-ethyl-4'-cyanobiphenyl